Task: describe an organic reaction: reactants, conditions, products, and yield. Dataset: the Open Reaction Database (ORD), a public repository of structured organic reaction records The reactants are C1=CC=CC=2NC3=C(\C=C/C21)C=CC=C3 ((Z)-5H-dibenzo[b,f]azepine), S(=O)(=O)([O-])[O-].C(CCC)[N+](CCCC)(CCCC)CCCC.C(CCC)[N+](CCCC)(CCCC)CCCC (tetrabutylammonium sulfate), BrCC#N (2-bromoacetonitrile), [OH-].[Na+] (sodium hydroxide). Run in C(Cl)Cl (DCM), O (water). Run at time 5 day. Product: C1=CC=CC=2N(C3=C(\C=C/C21)C=CC=C3)CC#N ((Z)-2-(5H-dibenzo[b,f]azepin-5-yl)acetonitrile). Yield: 51.7%. RXN SMILES: [CH:1]1[C:11]2[CH:10]=[CH:9][C:8]3[CH:12]=[CH:13][CH:14]=[CH:15][C:7]=3[NH:6][C:5]=2[CH:4]=[CH:3][CH:2]=1.S([O-])([O-])(=O)=O.[CH2:21]([N+:25](CCCC)(CCCC)CCCC)[CH2:22]CC.C([N+](CCCC)(CCCC)CCCC)CCC.BrCC#N.[OH-].[Na+]>C(Cl)Cl.O>[CH:1]1[C:11]2[CH:10]=[CH:9][C:8]3[CH:12]=[CH:13][CH:14]=[CH:15][C:7]=3[N:6]([CH2:22][C:21]#[N:25])[C:5]=2[CH:4]=[CH:3][CH:2]=1 |f:1.2.3,5.6|. Procedure: (Z)-5H-dibenzo[b,f]azepine (0.1 g, 0.5 mmol), tetrabutylammonium sulfate (0.35 g, 1.0 mmol), 2-bromoacetonitrile (0.4 mL, 5.0 mmol) and 50% aqueous sodium hydroxide (1 mL) were mixed in DCM (1 mL) and the reaction mixture was stirred for 5 days. The mixture was diluted in water and the aqueous layer was extracted with DCM (2 times). The combined organic layers were dried over sodium sulfate, filtered and concentrated. The crude product was purified by flash chromatography (0% to 50% ethyl acetat... Starting materials: Nc1ncc(Br)c2ccccc12, CCCC[Sn](CCCC)(CCCC)c1nc(N2CCOCC2)c2nc(CN3CCC(C(C)(C)O)CC3)n(C)c2n1. The product is Cn1c(CN2CCC(C(C)(C)O)CC2)nc2c(N3CCOCC3)nc(-c3cnc(N)c4ccccc34)nc21. Reaction SMILES: [Br:41][c:42]1[cH:43][n:44][c:45]([NH2:52])[c:46]2[cH:47][cH:48][cH:49][cH:50][c:51]12.[CH3:1][n:2]1[c:3]2[n:4][c:5]([Sn:28]([CH2:29][CH2:30][CH2:31][CH3:32])([CH2:33][CH2:34][CH2:35][CH3:36])[CH2:37][CH2:38][CH2:39][CH3:40])[n:6][c:7]([N:22]3[CH2:23][CH2:24][O:25][CH2:26][CH2:27]3)[c:8]2[n:9][c:10]1[CH2:11][N:12]1[CH2:13][CH2:14][CH:15]([C:18]([CH3:19])([CH3:20])[OH:21])[CH2:16][CH2:17]1>>[CH3:1][n:2]1[c:3]2[n:4][c:5](-[c:42]3[cH:43][n:44][c:45]([NH2:52])[c:46]4[cH:47][cH:48][cH:49][cH:50][c:51]34)[n:6][c:7]([N:22]3[CH2:23][CH2:24][O:25][CH2:26][CH2:27]3)[c:8]2[n:9][c:10]1[CH2:11][N:12]1[CH2:13][CH2:14][CH:15]([C:18]([CH3:19])([CH3:20])[OH:21])[CH2:16][CH2:17]1. Starting materials: CS(=O)(=O)OCCCC=1C=CC2=C(N(C3=C(S2)N=CC=N3)COC)C1 (3-[10-methoxymethyl-10H-pyrazino[2,3-b][1,4]benzothiazin-8-yl]propyl methanesulfonate), N1C=NC=C1 (imidazole). Product: N1(C=NC=C1)CCCC=1C=CC2=C(NC3=C(S2)N=CC=N3)C1 (8-[3-(1-Imidazolyl)-1-propyl]-10H-pyrazino[2,3-b][1,4]benzothiazine). As a reaction SMILES: CS(O[CH2:6][CH2:7][CH2:8][C:9]1[CH:10]=[CH:11][C:12]2[S:17][C:16]3[N:18]=[CH:19][CH:20]=[N:21][C:15]=3[N:14](COC)[C:13]=2[CH:25]=1)(=O)=O.[NH:26]1[CH:30]=[CH:29][N:28]=[CH:27]1>>[N:26]1([CH2:6][CH2:7][CH2:8][C:9]2[CH:10]=[CH:11][C:12]3[S:17][C:16]4[N:18]=[CH:19][CH:20]=[N:21][C:15]=4[NH:14][C:13]=3[CH:25]=2)[CH:30]=[CH:29][N:28]=[CH:27]1. Reported procedure: Similar to Example 1094, 3-[10-methoxymethyl-10H-pyrazino[2,3-b][1,4]benzothiazin-8-yl]propyl methanesulfonate was reacted with imidazole and then treated by the same method as the one of Example 434 to thereby give the following compound. Reported procedure: To a solution of [4-(6-fluoro-1H-indazol-3-yl)-1-piperidinyl]-acetonitrile (6.1 g, 23.6 mmol) in dry THF (235 ml) was added (dropwise) lithium aluminum hydride (LAH) (28.4 mmol, 1.0M in THF) at room temperature, under nitrogen. Upon complete addition, the reaction mixture was warmed to reflux for 3 hours. After cooling to 0 C. in an ice bath, the reaction was carefully quenched with water (4.0 ml). The solids were removed via filtration and washed with THF. The combined filtrates were concentrat... Product: FC1=CC=C2C(=NNC2=C1)C1CCN(CC1)CCN (2-[4-(6-Fluoro-1H-indazol-3-yl)-1-piperidinyl]ethylamine). Reaction SMILES: [F:1][C:2]1[CH:10]=[C:9]2[C:5]([C:6]([CH:11]3[CH2:16][CH2:15][N:14]([CH2:17][C:18]#[N:19])[CH2:13][CH2:12]3)=[N:7][NH:8]2)=[CH:4][CH:3]=1.[H-].[Al+3].[Li+].[H-].[H-].[H-]>C1COCC1>[F:1][C:2]1[CH:10]=[C:9]2[C:5]([C:6]([CH:11]3[CH2:12][CH2:13][N:14]([CH2:17][CH2:18][NH2:19])[CH2:15][CH2:16]3)=[N:7][NH:8]2)=[CH:4][CH:3]=1 |f:1.2.3.4.5.6|. Yield: 90.5%. Run in C1CCOC1 (THF). Starting materials: FC1=CC=C2C(=NNC2=C1)C1CCN(CC1)CC#N ([4-(6-fluoro-1H-indazol-3-yl)-1-piperidinyl]-acetonitrile), [H-].[Al+3].[Li+].[H-].[H-].[H-] (lithium aluminum hydride). Starting materials: ice, [H-].[Al+3].[Li+].[H-].[H-].[H-] (lithium aluminum hydride), C(CC1=CC=CC=C1)CNC1C(C(C2=CC=CC=C12)=O)C (3-phenethylmethylamino-2-methylindan-1-one). Solvent: O1CCCC1 (tetrahydrofuran), O1CCCC1 (tetrahydrofuran). Run at time 4 hour. Product: C(CC1=CC=CC=C1)CNC1C(C(C2=CC=CC=C12)O)C (3-phenethylmethylamino-2-methylindan-1-ol). RXN SMILES: [H-].[Al+3].[Li+].[H-].[H-].[H-].[CH2:7]([CH2:15][NH:16][CH:17]1[C:25]2[C:20](=[CH:21][CH:22]=[CH:23][CH:24]=2)[C:19](=[O:26])[CH:18]1[CH3:27])[CH2:8][C:9]1[CH:14]=[CH:13][CH:12]=[CH:11][CH:10]=1>O1CCCC1>[CH2:7]([CH2:15][NH:16][CH:17]1[C:25]2[C:20](=[CH:21][CH:22]=[CH:23][CH:24]=2)[CH:19]([OH:26])[CH:18]1[CH3:27])[CH2:8][C:9]1[CH:10]=[CH:11][CH:12]=[CH:13][CH:14]=1 |f:0.1.2.3.4.5|. Procedure: An ice-cold suspension of 1.5 grams (0.040 mole) of lithium aluminum hydride in 35 ml. of dry tetrahydrofuran is treated dropwise over a period of about 30 minutes with a solution of 10.9 grams (0.039 mole) of 3-phenethylmethylamino-2-methylindan-1-one in 80 ml of tetrahydrofuran. The mixture is stirred at 0° for 4 hours and then quenched by the addition of ethylacetate, 2N sodium hydroxide and water. The solids are filtered, an the filtrate is dried over magnesium sulfate, filtered and evaporat... Reactants: O=C([O-])[O-], COCCBr, CN1CCN(Cc2csc(C(=O)Nc3c(O)cc(Cl)cc3C(=O)Nc3ccc(Cl)cn3)c2Cl)CC1, [Cs+], [Cs+], CN(C)C=O. Product: COCCOc1cc(Cl)cc(C(=O)Nc2ccc(Cl)cn2)c1NC(=O)c1scc(CN2CCN(C)CC2)c1Cl. RXN SMILES: [C:36](=[O:37])([O-:38])[O-:39].[CH3:42][O:43][CH2:44][CH2:45][Br:46].[Cl:1][c:2]1[cH:3][cH:4][c:5]([NH:8][C:9]([c:10]2[c:11]([NH:18][C:19](=[O:20])[c:21]3[s:22][cH:23][c:24]([CH2:27][N:28]4[CH2:29][CH2:30][N:31]([CH3:34])[CH2:32][CH2:33]4)[c:25]3[Cl:26])[c:12]([OH:17])[cH:13][c:14]([Cl:16])[cH:15]2)=[O:35])[n:6][cH:7]1.[Cs+:40].[Cs+:41].[O:47]=[CH:48][N:49]([CH3:50])[CH3:51]>>[Cl:1][c:2]1[cH:3][cH:4][c:5]([NH:8][C:9]([c:10]2[c:11]([NH:18][C:19](=[O:20])[c:21]3[s:22][cH:23][c:24]([CH2:27][N:28]4[CH2:29][CH2:30][N:31]([CH3:34])[CH2:32][CH2:33]4)[c:25]3[Cl:26])[c:12]([O:17][CH2:45][CH2:44][O:43][CH3:42])[cH:13][c:14]([Cl:16])[cH:15]2)=[O:35])[n:6][cH:7]1. The reactants are C(C)(C)(C)N1N=C(C=C1C1=CC=CC=C1)CCC=O (3-(1-tert-butyl-5-phenyl-1H-pyrazol-3-yl)propanal), [BH-](OC(=O)C)(OC(=O)C)OC(=O)C.[Na+] (NaBH(OAc)3), CC1N(CCNC1)C=1C=C(C=CC1)C (2-methyl-1-m-tolylpiperazine), CCN(C(C)C)C(C)C (DIPEA). Product: C(C)(C)(C)N1N=C(C=C1C1=CC=CC=C1)CCCN1CC(N(CC1)C=1C=C(C=CC1)C)C (4-(3-(1-tert-butyl-5-phenyl-1H-pyrazol-3-yl)propyl)-2-methyl-1-m-tolylpiperazine). RXN SMILES: [C:1]([N:5]1[C:9]([C:10]2[CH:15]=[CH:14][CH:13]=[CH:12][CH:11]=2)=[CH:8][C:7]([CH2:16][CH2:17][CH:18]=O)=[N:6]1)([CH3:4])([CH3:3])[CH3:2].[CH3:20][CH:21]1[CH2:26][NH:25][CH2:24][CH2:23][N:22]1[C:27]1[CH:28]=[C:29]([CH3:33])[CH:30]=[CH:31][CH:32]=1.CCN(C(C)C)C(C)C.[BH-](OC(C)=O)(OC(C)=O)OC(C)=O.[Na+]>>[C:1]([N:5]1[C:9]([C:10]2[CH:15]=[CH:14][CH:13]=[CH:12][CH:11]=2)=[CH:8][C:7]([CH2:16][CH2:17][CH2:18][N:25]2[CH2:24][CH2:23][N:22]([C:27]3[CH:28]=[C:29]([CH3:33])[CH:30]=[CH:31][CH:32]=3)[CH:21]([CH3:20])[CH2:26]2)=[N:6]1)([CH3:4])([CH3:3])[CH3:2] |f:3.4|. Reported procedure: 64 mg (44%) of target compound was obtained by using a method same as in Example 1 by using 3-(1-tert-butyl-5-phenyl-1H-pyrazol-3-yl)propanal (80 mg, 0.312 mmol), 2-methyl-1-m-tolylpiperazine (59 mg, 0.312 mmol), DIPEA (82 mL, 0.468 mmol) and NaBH(OAc)3 (198 mg, 0.936 mmol). The reactants are C(C)(C)(C)OC(NC1CCC(CC1)NC(C1=CC(=CC(=C1)O)OC1=CC=C(C=C1)C#N)=O)=O ({4-[3-(4-cyanophenoxy)-5-hydroxybenzoylamino]cyclohexyl}carbamic acid tert-butyl ester), C(C)OC(CCCCBr)=O (5-bromo-pentanoic acid ethyl ester). Product: C(C)OC(CCCCOC1=CC(=CC(=C1)OC1=CC=C(C=C1)C#N)C(NC1CCC(CC1)NC(=O)OC(C)(C)C)=O)=O (5-[3-(4-tert-Butoxycarbonylaminocyclohexylcarbamoyl)-5-(4-cyano phenoxy)phenoxy]pentanoic Acid Ethyl Ester). Yield: 88.1%. As a reaction SMILES: [C:1]([O:5][C:6](=[O:33])[NH:7][CH:8]1[CH2:13][CH2:12][CH:11]([NH:14][C:15](=[O:32])[C:16]2[CH:21]=[C:20]([OH:22])[CH:19]=[C:18]([O:23][C:24]3[CH:29]=[CH:28][C:27]([C:30]#[N:31])=[CH:26][CH:25]=3)[CH:17]=2)[CH2:10][CH2:9]1)([CH3:4])([CH3:3])[CH3:2].[CH2:34]([O:36][C:37](=[O:43])[CH2:38][CH2:39][CH2:40][CH2:41]Br)[CH3:35]>>[CH2:34]([O:36][C:37](=[O:43])[CH2:38][CH2:39][CH2:40][CH2:41][O:22][C:20]1[CH:19]=[C:18]([O:23][C:24]2[CH:29]=[CH:28][C:27]([C:30]#[N:31])=[CH:26][CH:25]=2)[CH:17]=[C:16]([C:15](=[O:32])[NH:14][CH:11]2[CH2:12][CH2:13][CH:8]([NH:7][C:6]([O:5][C:1]([CH3:4])([CH3:2])[CH3:3])=[O:33])[CH2:9][CH2:10]2)[CH:21]=1)[CH3:35]. Procedure: Using 0.63 g (1.39 mmol) of {4-[3-(4-cyanophenoxy)-5-hydroxybenzoylamino]cyclohexyl}carbamic acid tert-butyl ester and 5-bromo-pentanoic acid ethyl ester (0.29 g, 1.39 mmol) and following the procedure of Example 42(b) afforded 0.71 g of the required product. 1H NMR (DMSO-d6): δ 1.2 (4H, m), 1.25 (2H, m), 1.4 (9H, s), 1.75 (9H, m), 2.35 (2H, m) 3.2 (1H, m), 3.7 (1H, m), 4.05 (4H, m), 6.75 (1H, d), 6.9 (1H, s), 7.15 (3H, d), 7.35 (1H, s), 7.85 (2H, d), 8.25 (1H, d).